Dataset: the Open Reaction Database (ORD), a public repository of structured organic reaction records. Task: describe an organic reaction: reactants, conditions, products, and yield Reactants: O1CC1COC1=CC=C(C=C1)CCOC (1,2-epoxy-3-[4-(2-methoxyethyl)phenoxy]propane), 3.86, Cl.CS(=O)(=O)NC1=CC=C(C(=O)N2CCNCC2)C=C1 (1-[4-[(methylsulfonyl)amino]benzoyl]piperazine hydrochloride), [OH-].[Na+] (NaOH), resultant solution, P(O)(O)(O)=O (phosphoric acid). Yields the product P(O)(O)(O)=O.OC(CN1CCN(CC1)C(C1=CC=C(C=C1)NS(=O)(=O)C)=O)COC1=CC=C(C=C1)CCOC (1-[2-Hydroxy-3-[4-(2-methoxyethyl)phenoxy]propyl]-4-[4-[(methylsulfonyl)amino]benzoyl] piperazine phosphoric acid salt). RXN SMILES: [O:1]1[CH:3]([CH2:4][O:5][C:6]2[CH:11]=[CH:10][C:9]([CH2:12][CH2:13][O:14][CH3:15])=[CH:8][CH:7]=2)[CH2:2]1.Cl.[CH3:17][S:18]([NH:21][C:22]1[CH:35]=[CH:34][C:25]([C:26]([N:28]2[CH2:33][CH2:32][NH:31][CH2:30][CH2:29]2)=[O:27])=[CH:24][CH:23]=1)(=[O:20])=[O:19].[OH-].[Na+].[P:38](=[O:42])([OH:41])([OH:40])[OH:39]>>[P:38](=[O:39])([OH:42])([OH:41])[OH:40].[OH:1][CH:3]([CH2:4][O:5][C:6]1[CH:11]=[CH:10][C:9]([CH2:12][CH2:13][O:14][CH3:15])=[CH:8][CH:7]=1)[CH2:2][N:31]1[CH2:32][CH2:33][N:28]([C:26](=[O:27])[C:25]2[CH:34]=[CH:35][C:22]([NH:21][S:18]([CH3:17])(=[O:20])=[O:19])=[CH:23][CH:24]=2)[CH2:29][CH2:30]1 |f:1.2,3.4,6.7|. Procedure details: Add 2.64 g (.013 mol) of 1,2-epoxy-3-[4-(2-methoxyethyl)phenoxy]propane to a solution of 3.86 (12 mmol) 1-[4-[(methylsulfonyl)amino]benzoyl]piperazine hydrochloride in 50 mL MeOHand 13 mL 1 N NaOH. Heat the resultant solution at 50° C. for about 24 h. Cool the solution to room temperature and evaporate the solvents. Dissolve the resultant oil in ethanol and acidify with one equivalent of phosphoric acid. Remove the solvents to obtain the title compound. The reactants are COC1CCNCC1, CSC1=NC(=O)C(=Cc2ccc3c(cnn3Cc3ccc(Cl)cc3C(F)(F)F)c2)S1. The product is COC1CCN(C2=NC(=O)C(=Cc3ccc4c(cnn4Cc4ccc(Cl)cc4C(F)(F)F)c3)S2)CC1. RXN SMILES: [CH3:31][O:32][CH:33]1[CH2:34][CH2:35][NH:36][CH2:37][CH2:38]1.[Cl:1][c:2]1[cH:3][c:4]([C:27]([F:28])([F:29])[F:30])[c:5]([CH2:6][n:7]2[n:8][cH:9][c:10]3[cH:11][c:12]([CH:16]=[C:17]4[C:18](=[O:24])[N:19]=[C:20]([S:22][CH3:23])[S:21]4)[cH:13][cH:14][c:15]23)[cH:25][cH:26]1>>[Cl:1][c:2]1[cH:3][c:4]([C:27]([F:28])([F:29])[F:30])[c:5]([CH2:6][n:7]2[n:8][cH:9][c:10]3[cH:11][c:12]([CH:16]=[C:17]4[C:18](=[O:24])[N:19]=[C:20]([N:36]5[CH2:35][CH2:34][CH:33]([O:32][CH3:31])[CH2:38][CH2:37]5)[S:21]4)[cH:13][cH:14][c:15]23)[cH:25][cH:26]1. As a reaction SMILES: [CH2:14]1[O:15][CH2:16][CH2:17][O:18][c:19]2[c:20]([cH:21][cH:22][cH:23][cH:24]2)[O:25][CH2:26][CH2:27][O:28][CH2:29][CH2:30][O:31][c:32]2[c:33]([cH:34][cH:35][cH:36][cH:37]2)[O:38][CH2:39]1.[CH3:40][C:41]#[N:42].[Cl:1][CH2:2][CH2:3][CH2:4][c:5]1[cH:6][cH:7][n:8][cH:9][cH:10]1.[K:11][C:12]#[N:13]>>[CH2:2]([CH2:3][CH2:4][c:5]1[cH:6][cH:7][n:8][cH:9][cH:10]1)[C:12]#[N:13]. Product: N#CCCCc1ccncc1. Starting materials: c1ccc2c(c1)OCCOCCOc1ccccc1OCCOCCO2, CC#N, ClCCCc1ccncc1, N#C[K]. The reactants are C(C)(C)(C)O[C@@H](C)[C@@H]1N(C(OC1)=O)C1=NC(=NC=C1F)N[C@@H](C)C1CCN(CC1)C(=O)OCC1=CC=CC=C1 (benzyl 4-((S)-1-((4-((R)-4-((S)-1-(tert-butoxy)ethyl)-2-oxooxazolidin-3-yl)-5-fluoropyrimidin-2-yl)amino)ethyl)piperidine-1-carboxylate), [H][H] (hydrogen). Reagents/catalysts: [OH-].[OH-].[Pd+2] (Pd(OH)2). Run in CO (MeOH). The product is C(C)(C)(C)O[C@@H](C)[C@@H]1N(C(OC1)=O)C1=NC(=NC=C1F)N[C@@H](C)C1CCNCC1 ((R)-4-((S)-1-(tert-butoxy)ethyl)-3-(5-fluoro-2-(((S)-1-(piperidin-4-yl)ethyl)amino)pyrimidin-4-yl)oxazolidin-2-one). The yield is 36.0%. RXN SMILES: [C:1]([O:5][C@H:6]([C@H:8]1[CH2:12][O:11][C:10](=[O:13])[N:9]1[C:14]1[C:19]([F:20])=[CH:18][N:17]=[C:16]([NH:21][C@H:22]([CH:24]2[CH2:29][CH2:28][N:27](C(OCC3C=CC=CC=3)=O)[CH2:26][CH2:25]2)[CH3:23])[N:15]=1)[CH3:7])([CH3:4])([CH3:3])[CH3:2].[H][H]>[OH-].[OH-].[Pd+2].CO>[C:1]([O:5][C@H:6]([C@H:8]1[CH2:12][O:11][C:10](=[O:13])[N:9]1[C:14]1[C:19]([F:20])=[CH:18][N:17]=[C:16]([NH:21][C@H:22]([CH:24]2[CH2:29][CH2:28][NH:27][CH2:26][CH2:25]2)[CH3:23])[N:15]=1)[CH3:7])([CH3:3])([CH3:4])[CH3:2] |f:2.3.4|. Procedure details: To a Parshaker flask were added benzyl 4-((S)-1-((4-((R)-4-((S)-1-(tert-butoxy)ethyl)-2-oxooxazolidin-3-yl)-5-fluoropyrimidin-2-yl)amino)ethyl)piperidine-1-carboxylate (850 mg, 1.56 mmole) and 20% Pd(OH)2 in actived carbon (880 mg, 1.25 mmole), then was added MeOH (100 mL) under nitrogen gas. The reaction mixture was shaken under 50 psi hydrogen overnight. The reaction mixture was filtered through a celite. The celite cake was washed with MeOH and the filtrate was concentrate in vacuo. The resul... Starting materials: CCC(CC)C(CO)NS(=O)(=O)c1ccc(Cl)s1, ClCCl, O=[Cr](=O)([O-])O[Cr](=O)(=O)[O-], c1cc[nH+]cc1, c1cc[nH+]cc1. Product: CCC(CC)C(C=O)NS(=O)(=O)c1ccc(Cl)s1. Reaction SMILES: [Cl:22][c:23]1[cH:24][cH:25][c:26]([S:28](=[O:29])(=[O:30])[NH:31][CH:32]([CH:33]([CH2:34][CH3:35])[CH2:36][CH3:37])[CH2:38][OH:39])[s:27]1.[Cl:40][CH2:41][Cl:42].[Cr:1]([O:2][Cr:3]([O-:4])(=[O:5])=[O:6])([O-:7])(=[O:8])=[O:9].[nH+:10]1[cH:11][cH:12][cH:13][cH:14][cH:15]1.[nH+:16]1[cH:17][cH:18][cH:19][cH:20][cH:21]1>>[Cl:22][c:23]1[cH:24][cH:25][c:26]([S:28](=[O:29])(=[O:30])[NH:31][CH:32]([CH:33]([CH2:34][CH3:35])[CH2:36][CH3:37])[CH:38]=[O:39])[s:27]1. Starting materials: N1=C(C=CC=C1)[Li] (Pyridyl lithium), BrC1=NC=CC=C1 (2-bromopyridine), C(CCC)[Li] (n-butyl lithium), COC1=CC=C(C(=O)NC2=C(C=O)C=CC=C2)C=C1 (o-(4-methoxybenzamido)benzaldehyde). Solvent: O1CCCC1 (tetrahydrofuran), CCOCC (ether), CCCCCC (hexane). Conditions: time 20 minute. The product is COC1=CC=C(C(=O)NC2=C(C=CC=C2)C(C2=NC=CC=C2)O)C=C1 (4-methoxy-2'-[hydroxy(2-pyridyl)methyl]benzanilide). Isolated yield 46.0%. Reaction SMILES: [N:1]1[CH:6]=[CH:5][CH:4]=[CH:3][C:2]=1[Li].BrC1C=CC=CN=1.C([Li])CCC.[CH3:20][O:21][C:22]1[CH:38]=[CH:37][C:25]([C:26]([NH:28][C:29]2[CH:36]=[CH:35][CH:34]=[CH:33][C:30]=2[CH:31]=[O:32])=[O:27])=[CH:24][CH:23]=1>O1CCCC1.CCCCCC.CCOCC>[CH3:20][O:21][C:22]1[CH:23]=[CH:24][C:25]([C:26]([NH:28][C:29]2[CH:36]=[CH:35][CH:34]=[CH:33][C:30]=2[CH:31]([OH:32])[C:2]2[CH:3]=[CH:4][CH:5]=[CH:6][N:1]=2)=[O:27])=[CH:37][CH:38]=1. Procedure details: Pyridyl lithium, prepared by adding 2-bromopyridine (30.0 g., 0.19 mole) in 200 ml. of ether to 131 ml. of a hexane solution of 1.6 molar n-butyl lithium (0.2 mole) at -70° C., is added in 25 min. to a solution of o-(4-methoxybenzamido)benzaldehyde (8.9 g., 0.035 mole) in 300 ml. of tetrahydrofuran at -25° C. over a 20 min. period with stirring. Stirring is continued for 20 min. at -25° C. 1 hr. at -10° C. and then at 0° C. for 30 min. The reaction mixture is poured into 1500 ml. of cold 1N hydr... The reactants are FC(C=1C=C(CNC(=O)C2=CC(=NC=C2)C2=C(C=CC(=C2)N2CCCCC2)NC(=O)C=2C=C(C(=O)O)C=CC2)C=CC1)(F)F (3-((2-(4-((3-(trifluoromethyl)benzyl)carbamoyl)pyridin-2-yl)-4-(piperidin-1-yl)phenyl)carbamoyl)-benzoic acid), amine, FC(C=1C=C(CNC(=O)C2=CC(=NC=C2)C2=C(C=CC(=C2)N2CCCCC2)NC(C2=CC(C(=O)N(C)CCC(=O)NCCOC)=CC=C2)=O)C=CC1)(F)F (N1-(2-(4-((3-(trifluoromethyl)benzyl)carbamoyl)pyridin-2-yl)-4-(piperidin-1-yl)phenyl)-N3-(3-(2-methoxyethylamino)-3-oxopropyl)-N3-methylisophthalamide), CNCCN1CCN(CC1)C(=O)OC(C)(C)C (Tert-Butyl 4-(2-(methylamino)ethyl)piperazine-1-carboxylate). Product: CN(C(C1=CC(=CC=C1)C(NC1=C(C=C(C=C1)N1CCCCC1)C1=NC=CC(=C1)C(NCC1=CC(=CC=C1)C(F)(F)F)=O)=O)=O)CCN1CCN(CC1)C(=O)OC(C)(C)C (Tert-butyl 4-(2-(N-methyl-3-((4-(piperidin-1-yl)-2-(4-((3-(trifluoromethyl)benzyl)carbamoyl)pyridin-2-yl)phenyl)carbamoyl)benzamido)ethyl)piperazine-1-carboxylate). Reaction SMILES: [F:1][C:2]([F:44])([F:43])[C:3]1[CH:4]=[C:5]([CH:40]=[CH:41][CH:42]=1)[CH2:6][NH:7][C:8]([C:10]1[CH:15]=[CH:14][N:13]=[C:12]([C:16]2[CH:21]=[C:20]([N:22]3[CH2:27][CH2:26][CH2:25][CH2:24][CH2:23]3)[CH:19]=[CH:18][C:17]=2[NH:28][C:29]([C:31]2[CH:32]=[C:33]([CH:37]=[CH:38][CH:39]=2)[C:34](O)=[O:35])=[O:30])[CH:11]=1)=[O:9].FC(F)(F)C1C=C(C=CC=1)CNC(C1C=CN=C(C2C=C(N3CCCCC3)C=CC=2NC(=O)C2C=CC=C(C(N(CCC(NCCOC)=O)C)=O)C=2)C=1)=O.[CH3:99][NH:100][CH2:101][CH2:102][N:103]1[CH2:108][CH2:107][N:106]([C:109]([O:111][C:112]([CH3:115])([CH3:114])[CH3:113])=[O:110])[CH2:105][CH2:104]1>>[CH3:99][N:100]([CH2:101][CH2:102][N:103]1[CH2:108][CH2:107][N:106]([C:109]([O:111][C:112]([CH3:115])([CH3:114])[CH3:113])=[O:110])[CH2:105][CH2:104]1)[C:34](=[O:35])[C:33]1[CH:37]=[CH:38][CH:39]=[C:31]([C:29](=[O:30])[NH:28][C:17]2[CH:18]=[CH:19][C:20]([N:22]3[CH2:23][CH2:24][CH2:25][CH2:26][CH2:27]3)=[CH:21][C:16]=2[C:12]2[CH:11]=[C:10]([C:8](=[O:9])[NH:7][CH2:6][C:5]3[CH:40]=[CH:41][CH:42]=[C:3]([C:2]([F:1])([F:43])[F:44])[CH:4]=3)[CH:15]=[CH:14][N:13]=2)[CH:32]=1. Reported procedure: This compound was prepared from 3-((2-(4-((3-(trifluoromethyl)benzyl)carbamoyl)pyridin-2-yl)-4-(piperidin-1-yl)phenyl)carbamoyl)-benzoic acid 4.1e using the procedure described for the preparation of N1-(2-(4-((3-(trifluoromethyl)benzyl)carbamoyl)pyridin-2-yl)-4-(piperidin-1-yl)phenyl)-N3-(3-(2-methoxyethylamino)-3-oxopropyl)-N3-methylisophthalamide 4.2. Tert-Butyl 4-(2-(methylamino)ethyl)piperazine-1-carboxylate was used as the amine component in this coupling. 1H-NMR (300 MHz, CD3OD, ppm): δ 8... Reactants: OC(C)[C@H]1CC[C@H]2[C@@H]3[C@H](C[C@H]4NC(CC[C@]4(C)[C@H]3CC[C@]12C)=O)C (20-Hydroxy-7β-methyl-5α-4-azapregnan-3-one), OC(C)[C@H]1CC[C@H]2[C@@H]3[C@H](C[C@H]4NC(CC[C@]4(C)[C@H]3CC[C@]12C)=O)C (20-Hydroxy-7β-methyl-5α-4-azapregnan-3-one), C[N+]1(CCOCC1)[O-] (4-methyl morpholine N-oxide). The reagents and catalysts are [Ru](=O)(=O)(=O)[O-].C(CC)[N+](CCC)(CCC)CCC (tetrapropylammonium perruthenate). The solvent is C(Cl)Cl (methylene chloride). Run at time 4 hour. Product: C[C@@H]1[C@H]2[C@@H]3CC[C@H](C(C)=O)[C@]3(CC[C@@H]2[C@]2(CCC(N[C@@H]2C1)=O)C)C (7β-Methyl-5α-4-azapregnane-3,20-dione). As a reaction SMILES: [OH:1][CH:2]([C@@H:4]1[C@:21]2([CH3:22])[C@H:7]([C@H:8]3[C@H:18]([CH2:19][CH2:20]2)[C@:16]2([CH3:17])[C@H:11]([NH:12][C:13](=[O:23])[CH2:14][CH2:15]2)[CH2:10][C@@H:9]3[CH3:24])[CH2:6][CH2:5]1)[CH3:3].C[N+]1([O-])CCOCC1>C(Cl)Cl.[Ru]([O-])(=O)(=O)=O.C([N+](CCC)(CCC)CCC)CC>[CH3:24][C@H:9]1[CH2:10][C@@H:11]2[C@:16]([CH3:17])([CH2:15][CH2:14][C:13](=[O:23])[NH:12]2)[C@@H:18]2[C@@H:8]1[C@H:7]1[C@:21]([CH3:22])([CH2:20][CH2:19]2)[C@@H:4]([C:2](=[O:1])[CH3:3])[CH2:5][CH2:6]1 |f:3.4|. Procedure details: To a stirred solution of 20-hydroxy-7β-methyl-5α-4-azapregnan-3-one (22.3 gms, 67 mmol, product of Step 10) in dry methylene chloride under nitrogen (110 mL) was added 4-methyl morpholine N-oxide (11.8 gms, 100 mmol) followed by 4 Å molecular sieves (33 gm). To this mixture was added tetrapropylammonium perruthenate (1.2 gm). After stirring at room temperature for 4 h, the reaction mixture was poured through pad of silica gel in a 300 mL sintered glass funnel which was subsequently eluted with 4... Reactants: BrC=1C=CC=C2C=CNC12 (7-bromo-1H-indole), [Li]CCCC (BuLi), CSSC (dimethyl disulfide). Solvent: C1CCOC1 (THF). Conditions: temperature 0 celsius. Product: CSC=1C=CC=C2C=CNC12 (7-(methylthio)-1H-indole). The yield is 56.1%. As a reaction SMILES: Br[C:2]1[CH:3]=[CH:4][CH:5]=[C:6]2[C:10]=1[NH:9][CH:8]=[CH:7]2.[Li]CCCC.[CH3:16][S:17]SC>C1COCC1>[CH3:16][S:17][C:2]1[CH:3]=[CH:4][CH:5]=[C:6]2[C:10]=1[NH:9][CH:8]=[CH:7]2. Procedure details: To a solution of 7-bromo-1H-indole (3.0 g, 15.3 mmol) in THF (60 mL) at −78° C. was added 'BuLi (1.7 M, 33.8 mL, 57.4 mmol) and the mixture was allowed to warm to 0° C. The reaction was re-cooled to −78° C. and a solution of dimethyl disulfide (2.0 mL, 22.9 mmol) was added and the reaction was allowed to warm to 0° C. The reaction was quenched with saturated ammonium chloride and extracted with ethyl acetate. The organic layer was washed with brine, dried over anhydrous sodium sulfate and evapor...